Dataset: the Open Reaction Database (ORD), a public repository of structured organic reaction records. Task: describe an organic reaction: reactants, conditions, products, and yield As a reaction SMILES: [Br:10][N:11]1[C:12](=[O:13])[CH2:14][CH2:15][C:16]1=[O:17].[Na+:28].[Na+:29].[O:30]1[CH2:31][CH2:32][CH2:33][CH2:34]1.[OH2:18].[OH2:19].[OH2:20].[OH2:21].[OH2:22].[OH2:35].[S:23]([O-:24])([O-:25])(=[O:26])=[S:27].[nH:1]1[cH:2][cH:3][c:4]2[cH:5][cH:6][cH:7][n:8][c:9]12>>[nH:1]1[cH:2][c:3]([Br:10])[c:4]2[cH:5][cH:6][cH:7][n:8][c:9]12. Yields the product Brc1c[nH]c2ncccc12. Reactants: O=C1CCC(=O)N1Br, [Na+], [Na+], C1CCOC1, O, O, O, O, O, O, O=S([O-])([O-])=S, c1cnc2[nH]ccc2c1. Reactants: [N+](=O)([O-])C1=CC=C(OC2=CC3=C(C(C=C(O3)C)(C)C)C=C2)C=C1 (7-(4-nitrophenoxy)-2,4,4-trimethyl-4H-1-benzopyran), C(C)(=O)OCC (ethyl acetate), [H][H] (hydrogen). Reagents/catalysts: [C].[Pd] (palladium-carbon). The product is NC1=CC=C(OC2=CC3=C(C(CC(O3)(C)O)(C)C)C=C2)C=C1 (7-(4-Aminophenoxy)-2,3-dihydro-2-hydroxy-2,4,4-trimethyl-4H-1-benzopyran). Yield: 93.0%. RXN SMILES: [N+:1]([C:4]1[CH:23]=[CH:22][C:7]([O:8][C:9]2[CH:21]=[CH:20][C:12]3[C:13]([CH3:19])([CH3:18])[CH:14]=[C:15]([CH3:17])[O:16][C:11]=3[CH:10]=2)=[CH:6][CH:5]=1)([O-])=O.[H][H].C(OCC)(=[O:28])C>[C].[Pd]>[NH2:1][C:4]1[CH:23]=[CH:22][C:7]([O:8][C:9]2[CH:21]=[CH:20][C:12]3[C:13]([CH3:19])([CH3:18])[CH2:14][C:15]([OH:28])([CH3:17])[O:16][C:11]=3[CH:10]=2)=[CH:6][CH:5]=1 |f:3.4|. Reported procedure: A mixture of 5.0 g of 7-(4-nitrophenoxy)-2,4,4-trimethyl-4H-1-benzopyran, 0.5 g of 5% palladium-carbon and 50 ml of ethyl acetate was stirred at room temperature for 5.5 hours in an atmosphere of hydrogen. The palladium-carbon was separated by filtration, and the filtrate was concentrated. The residue was recrystallized from ethyl acetate-hexane to give 4.3 g (yield 93%) of the desired product as a white powder. Starting materials: [Li]CCCC, CCCCCC, CSc1ccc(C=O)cc1, C1CCOC1, O=S(=O)(c1ccccc1)n1ccc2cccnc21. Product: CSc1ccc(C(O)c2cc3cccnc3n2S(=O)(=O)c2ccccc2)cc1. RXN SMILES: [CH2:19]([Li:20])[CH2:21][CH2:22][CH3:23].[CH3:24][CH2:25][CH2:26][CH2:27][CH2:28][CH3:29].[CH3:30][S:31][c:32]1[cH:33][cH:34][c:35]([CH:36]=[O:37])[cH:38][cH:39]1.[O:40]1[CH2:41][CH2:42][CH2:43][CH2:44]1.[c:1]1([S:7](=[O:8])(=[O:9])[n:10]2[cH:11][cH:12][c:13]3[c:14]2[n:15][cH:16][cH:17][cH:18]3)[cH:2][cH:3][cH:4][cH:5][cH:6]1>>[c:1]1([S:7](=[O:8])(=[O:9])[n:10]2[c:11]([CH:36]([c:35]3[cH:34][cH:33][c:32]([S:31][CH3:30])[cH:39][cH:38]3)[OH:37])[cH:12][c:13]3[c:14]2[n:15][cH:16][cH:17][cH:18]3)[cH:2][cH:3][cH:4][cH:5][cH:6]1. Starting materials: FC=1C=C(C=CC1)C1N(CCC(C1)=O)C(=O)N1CCOC2=C(C1)C=C(C=C2)C=2C=C1C(=NC2)N=C(N1)NC(OCC1=CC=CC=C1)=O (phenylmethyl [6-(4-{[2-(3-fluorophenyl)-4-oxopiperidin-1-yl]carbonyl}-2,3,4,5-tetrahydro-1,4-benzoxazepin-7-yl)-1H-imidazo[4,5-b]pyridin-2-yl]carbamate). The reagents and catalysts are [Pd] (palladium on carbon). Solvent: C(C)(=O)O (acetic acid). The product is NC=1NC=2C(=NC=C(C2)C=2C=CC3=C(CN(CCO3)C(=O)N3C(CC(CC3)=O)C3=CC(=CC=C3)F)C2)N1 (1-{[7-(2-amino-1H-imidazo[4,5-b]pyridin-6-yl)-2,3-dihydro-1,4-benzoxazepin-4(5H)-yl]carbonyl}-2-(3-fluorophenyl)piperidin-4-one). Yield: 38.3%. Reaction SMILES: [F:1][C:2]1[CH:3]=[C:4]([CH:8]2[CH2:13][C:12](=[O:14])[CH2:11][CH2:10][N:9]2[C:15]([N:17]2[CH2:23][C:22]3[CH:24]=[C:25]([C:28]4[CH:29]=[C:30]5[NH:36][C:35]([NH:37]C(=O)OCC6C=CC=CC=6)=[N:34][C:31]5=[N:32][CH:33]=4)[CH:26]=[CH:27][C:21]=3[O:20][CH2:19][CH2:18]2)=[O:16])[CH:5]=[CH:6][CH:7]=1>C(O)(=O)C.[Pd]>[NH2:37][C:35]1[NH:36][C:30]2[C:31]([N:34]=1)=[N:32][CH:33]=[C:28]([C:25]1[CH:26]=[CH:27][C:21]3[O:20][CH2:19][CH2:18][N:17]([C:15]([N:9]4[CH2:10][CH2:11][C:12](=[O:14])[CH2:13][CH:8]4[C:4]4[CH:5]=[CH:6][CH:7]=[C:2]([F:1])[CH:3]=4)=[O:16])[CH2:23][C:22]=3[CH:24]=1)[CH:29]=2. Procedure details: A solution of phenylmethyl [6-(4-{[2-(3-fluorophenyl)-4-oxopiperidin-1-yl]carbonyl}-2,3,4,5-tetrahydro-1,4-benzoxazepin-7-yl)-1H-imidazo[4,5-b]pyridin-2-yl]carbamate (0.15 g, 0.24 mmol) in acetic acid (5 mL) was hydrogenated at 1 atm over 10% palladium on carbon (0.15 g) for 18 h. The catalyst was removed by filtration and the filtrate was concentrated. The resulting brown residue was dissolved in methanol and purified by preparative reverse phase HPLC to afford 1-{[7-(2-amino-1H-imidazo[4,5-b]p... The reactants are C(C)(=O)OCC (ethyl acetate), C(C=C)(=O)OCCCCCC(C)C (isooctyl acrylate), N(=NC(C#N)(CC)C)C(C#N)(CC)C (2,2′-azobis(2-methylbutyronitrile)), C(C=C)(=O)OCCO (2-hydroxyethyl acrylate), polymethylmethacrylate, amber glass. The product is C(C=C)(=O)OCCCCCC(C)C.C(C=C)(=O)OCCO (Isooctyl Acrylate 2-Hydroxyethyl acrylate). Procedure details: A master batch was prepared by combining isooctyl acrylate (714.00 g), 2-hydroxyethyl acrylate (523.00 g), polymethylmethacrylate macromonomer (52.00 g) of ELVACITE™ 1010 available from ICI Acrylics), 2,2′-azobis(2-methylbutyronitrile) (2.60 g), ethyl acetate (1245.50 g) and isopropanol (45.50 g). The resulting solution was divided in equal portions and placed into six 1 quart (0.95 L) amber glass bottles. The bottles were purged for 2 minutes with nitrogen at a flow rate of 1 L per minute. The ... Reaction conditions: time 24 hour. RXN SMILES: [C:1]([O:5][CH2:6][CH2:7][CH2:8][CH2:9][CH2:10][CH:11]([CH3:13])[CH3:12])(=[O:4])[CH:2]=[CH2:3].[C:14]([O:18][CH2:19][CH2:20][OH:21])(=[O:17])[CH:15]=[CH2:16].N(C(C)(CC)C#N)=NC(C)(CC)C#N.C(OCC)(=O)C>C(O)(C)C>[C:1]([O:5][CH2:6][CH2:7][CH2:8][CH2:9][CH2:10][CH:11]([CH3:13])[CH3:12])(=[O:4])[CH:2]=[CH2:3].[C:14]([O:18][CH2:19][CH2:20][OH:21])(=[O:17])[CH:15]=[CH2:16] |f:5.6|. The solvent is C(C)(C)O (isopropanol).